This data is from the Open Reaction Database (ORD), a public repository of structured organic reaction records. The task is: describe an organic reaction: reactants, conditions, products, and yield Reactants: N1=C(C=NC2=CC=CC=C12)C(=O)Cl (2-quinoxaloyl chloride), C1(CCCCCCC1)N (cyclooctylamine), N1=CC=CC=C1 (pyridine). Run in O (water). The product is C1(CCCCCCC1)NC(=O)C1=NC2=CC=CC=C2N=C1 (N-Cyclooctyl-2-quinoxalinecarboxamide). Isolated yield 39.2%. Reaction SMILES: [N:1]1[C:10]2[C:5](=[CH:6][CH:7]=[CH:8][CH:9]=2)[N:4]=[CH:3][C:2]=1[C:11](Cl)=[O:12].[CH:14]1([NH2:22])[CH2:21][CH2:20][CH2:19][CH2:18][CH2:17][CH2:16][CH2:15]1.N1C=CC=CC=1>O>[CH:14]1([NH:22][C:11]([C:2]2[CH:3]=[N:4][C:5]3[C:10](=[CH:9][CH:8]=[CH:7][CH:6]=3)[N:1]=2)=[O:12])[CH2:21][CH2:20][CH2:19][CH2:18][CH2:17][CH2:16][CH2:15]1. Procedure: Prepared from 2-quinoxaloyl chloride (193 mg, 1.0 mmol), cyclooctylamine (123 μL, 114 mg, 0.90 mmol), pyridine (5 mL), and water (100 mL) yielding 100 mg (39%) of (228):